This data is from the Open Reaction Database (ORD), a public repository of structured organic reaction records. The task is: describe an organic reaction: reactants, conditions, products, and yield Starting materials: COC(=O)C1=C(NC(=C(C1C1=C(C(=CC=C1)Cl)Cl)C(=O)OC)C)CCN(C)C (4-(2,3-dichlorophenyl)-1,4-dihydro-6-methyl-2-(2-dimethylaminoethyl)pyridine 3,5-dicarboxylic acid dimethyl ester), CC=1NC=CN1 (2-methylimidazole), N12CCCCCC2=NCCC1 (1,8-diazabicyclo[5.4.0]undec-7-ene), ClC1=CC=CC=C1 (chlorobenzene). The solvent is C(Cl)(Cl)Cl (chloroform). The product is ClC1=C(C=CC=C1Cl)C1C(=C(NC(=C1C(=O)OC)CCN1C(=NC=C1)C)C)C(=O)OC (4-(2,3-Dichlorophenyl)-1,4-dihydro-2-methyl-6-(2-[2-methyl(1-imidazolyl)]ethyl)pyridine-3,5-dicarboxylic acid, dimethyl ester). As a reaction SMILES: [CH3:1][O:2][C:3]([C:5]1[CH:10]([C:11]2[CH:16]=[CH:15][CH:14]=[C:13]([Cl:17])[C:12]=2[Cl:18])[C:9]([C:19]([O:21][CH3:22])=[O:20])=[C:8]([CH3:23])[NH:7][C:6]=1[CH2:24][CH2:25]N(C)C)=[O:4].[CH3:29][C:30]1[NH:31][CH:32]=[CH:33][N:34]=1.N12CCCN=C1CCCCC2.ClC1C=CC=CC=1>C(Cl)(Cl)Cl>[Cl:18][C:12]1[C:13]([Cl:17])=[CH:14][CH:15]=[CH:16][C:11]=1[CH:10]1[C:5]([C:3]([O:2][CH3:1])=[O:4])=[C:6]([CH2:24][CH2:25][N:31]2[CH:32]=[CH:33][N:34]=[C:30]2[CH3:29])[NH:7][C:8]([CH3:23])=[C:9]1[C:19]([O:21][CH3:22])=[O:20]. Reported procedure: A mixture of 4-(2,3-dichlorophenyl)-1,4-dihydro-6-methyl-2-(2-dimethylaminoethyl)pyridine 3,5-dicarboxylic acid dimethyl ester (2.14 g, 5mmol), 2-methylimidazole (1.64 g, 20mmol), 1,8-diazabicyclo[5.4.0]undec-7-ene (0.75 g, 5mmol) and chlorobenzene (50ml) was heated at reflux for 24hours. The solution was cooled, diluted with chloroform (25ml), washed with water (100ml), dried and evaporated. The residue was chromatographed on silica gel (50 g, Act I) using chloroform-methanol as eluent to give ... Starting materials: FC(C(=O)O)(F)F (Trifluoroacetic acid), C(#N)C=1C=CC(=NC1)CN1CC(N(CC1)C(=O)OC(C)(C)C)C (tert-butyl 4-((5-cyanopyridin-2-yl)methyl)-2-methylpiperazine-1-carboxylate). Run in C(Cl)Cl (CH2Cl2). Run at time 2 hour. Yields the product OC(=O)C(F)(F)F.CC1CN(CCN1)CC1=NC=C(C#N)C=C1 (6-((3-methylpiperazin-1-yl)methyl)nicotinonitrile TFA salt). Reaction SMILES: [F:1][C:2]([F:7])([F:6])[C:3]([OH:5])=[O:4].[C:8]([C:10]1[CH:11]=[CH:12][C:13]([CH2:16][N:17]2[CH2:22][CH2:21][N:20](C(OC(C)(C)C)=O)[CH:19]([CH3:30])[CH2:18]2)=[N:14][CH:15]=1)#[N:9]>C(Cl)Cl>[OH:5][C:3]([C:2]([F:7])([F:6])[F:1])=[O:4].[CH3:30][CH:19]1[NH:20][CH2:21][CH2:22][N:17]([CH2:16][C:13]2[CH:12]=[CH:11][C:10]([C:8]#[N:9])=[CH:15][N:14]=2)[CH2:18]1 |f:3.4|. Procedure details: Trifluoroacetic acid (0.8 mL) was added dropwise to the cold solution of tert-butyl 4-((5-cyanopyridin-2-yl)methyl)-2-methylpiperazine-1-carboxylate (200 mg, 0.63 mmol) in CH2Cl2 (3 mL) at 0° C. and the reaction mixture was further stirred at room temperature for 2 h. The reaction mixture was concentrated under reduced pressure to afford 6-((3-methylpiperazin-1-yl)methyl)nicotinonitrile TFA salt (180 mg, crude), which was carried through without further purification. MS (ESI) m/z: Calculated for... The reactants are [OH-].[Na+] (sodium hydroxide), COC(=O)C1=C(N=C2N1N=C(C=C2C2=C(C=C(C=C2)C)C)C)CC (8-(2,4-dimethylphenyl)-2-ethyl-6-methylimidazo[1,2-b]pyridazin-3-carboxylic acid methyl ester). Run in C(C)O (ethanol). Product: CC1=C(C=CC(=C1)C)C=1C=2N(N=C(C1)C)C(=C(N2)CC)C(=O)O (8-(2,4-dimethylphenyl)-2-ethyl-6-methylimidazo[1,2-b]pyridazine-3-carboxylic acid), crude compound. RXN SMILES: [OH-].[Na+].C[O:4][C:5]([C:7]1[N:11]2[N:12]=[C:13]([CH3:24])[CH:14]=[C:15]([C:16]3[CH:21]=[CH:20][C:19]([CH3:22])=[CH:18][C:17]=3[CH3:23])[C:10]2=[N:9][C:8]=1[CH2:25][CH3:26])=[O:6]>C(O)C>[CH3:23][C:17]1[CH:18]=[C:19]([CH3:22])[CH:20]=[CH:21][C:16]=1[C:15]1[C:10]2[N:11]([C:7]([C:5]([OH:6])=[O:4])=[C:8]([CH2:25][CH3:26])[N:9]=2)[N:12]=[C:13]([CH3:24])[CH:14]=1 |f:0.1|. Reported procedure: A 5N aqueous sodium hydroxide solution (20 mL) was added to a solution of the resulting 8-(2,4-dimethylphenyl)-2-ethyl-6-methylimidazo[1,2-b]pyridazin-3-carboxylic acid methyl ester in ethanol (100 mL), and the mixture was heated under reflux for 3 hours. The reaction mixture was evaporated as it was. Water was added thereto, which was extracted with ethyl acetate. 5N Hydrochloric acid (pH=1) was added to the aqueous layer, and the solution was extracted with ethyl acetate, dried over anhydrous ... Yields the product C(C=C)N1C(=O)CCC2=C(C=CC=C12)OCC(CO)O (1-allyl-5-(2,3-dihydroxy)propoxy-3,4-dihydrocarbostyril). Yield: 44.0%. Solvent: CO (methanol). Procedure: 0.4 g of potassium hydroxide was dissolved in 40 ml of methanol, and 1.0 g of 1-allyl-5-hydroxy-3,4-dihydrocarbostyril and 1.5 g of glycerol α-monochlorohydrin were added to the resulting solution followed by refluxing the mixture for 6 hours. The mixture was then worked up in the same manner as described in Example 3 and recrystallized from ethyl acetate to give 0.6 g of 1-allyl-5-(2,3-dihydroxy)propoxy-3,4-dihydrocarbostyril as a colorless amorphous solid having a melting point of 96° - 97.5° ... The reactants are C(C=C)N1C(=O)CCC2=C(C=CC=C12)O (1-allyl-5-hydroxy-3,4-dihydrocarbostyril), C(C(CCl)O)O (glycerol α-monochlorohydrin), [OH-].[K+] (potassium hydroxide). RXN SMILES: [OH-].[K+].[CH2:3]([N:6]1[C:16]2[C:11](=[C:12]([OH:17])[CH:13]=[CH:14][CH:15]=2)[CH2:10][CH2:9][C:7]1=[O:8])[CH:4]=[CH2:5].[CH2:18]([OH:23])[CH:19]([OH:22])[CH2:20]Cl>CO>[CH2:3]([N:6]1[C:16]2[C:11](=[C:12]([O:17][CH2:20][CH:19]([OH:22])[CH2:18][OH:23])[CH:13]=[CH:14][CH:15]=2)[CH2:10][CH2:9][C:7]1=[O:8])[CH:4]=[CH2:5] |f:0.1|. Reactants: O=C=NS(=O)(=O)c1ccc2c(c1)CCC2, Cc1ccccc1, Nc1ccc(Cl)c(Cl)c1. Product: O=C(Nc1ccc(Cl)c(Cl)c1)NS(=O)(=O)c1ccc2c(c1)CCC2. RXN SMILES: [CH2:10]1[CH2:11][CH2:12][c:13]2[cH:14][c:15]([S:19](=[O:20])(=[O:21])[N:22]=[C:23]=[O:24])[cH:16][cH:17][c:18]21.[CH3:25][c:26]1[cH:27][cH:28][cH:29][cH:30][cH:31]1.[NH2:1][c:2]1[cH:3][cH:4][c:5]([Cl:6])[c:7]([Cl:8])[cH:9]1>>[NH:1]([c:2]1[cH:3][cH:4][c:5]([Cl:6])[c:7]([Cl:8])[cH:9]1)[C:23]([NH:22][S:19]([c:15]1[cH:14][c:13]2[c:18]([cH:17][cH:16]1)[CH2:10][CH2:11][CH2:12]2)(=[O:20])=[O:21])=[O:24]. Starting materials: CC(=O)Nc1ccc(NC(=O)OCC(Cl)(Cl)Cl)cn1, CS(C)=O, CCN(C(C)C)C(C)C, Fc1cccc(-c2csc(C3CCNCC3)n2)c1, O. Product: CC(=O)Nc1ccc(NC(=O)N2CCC(c3nc(-c4cccc(F)c4)cs3)CC2)cn1. RXN SMILES: [C:1]([CH3:2])(=[O:3])[NH:4][c:5]1[cH:6][cH:7][c:8]([NH:11][C:12]([O:13][CH2:14][C:15]([Cl:16])([Cl:17])[Cl:18])=[O:19])[cH:9][n:10]1.[CH3:48][S:49]([CH3:50])=[O:51].[CH:38]([N:39]([CH:40]([CH3:41])[CH3:42])[CH2:43][CH3:44])([CH3:45])[CH3:46].[F:20][c:21]1[cH:22][c:23](-[c:27]2[n:28][c:29]([CH:32]3[CH2:33][CH2:34][NH:35][CH2:36][CH2:37]3)[s:30][cH:31]2)[cH:24][cH:25][cH:26]1.[OH2:47]>>[C:1]([CH3:2])(=[O:3])[NH:4][c:5]1[cH:6][cH:7][c:8]([NH:11][C:12](=[O:19])[N:35]2[CH2:34][CH2:33][CH:32]([c:29]3[n:28][c:27](-[c:23]4[cH:22][c:21]([F:20])[cH:26][cH:25][cH:24]4)[cH:31][s:30]3)[CH2:37][CH2:36]2)[cH:9][n:10]1.